The task is: describe an organic reaction: reactants, conditions, products, and yield. This data is from the Open Reaction Database (ORD), a public repository of structured organic reaction records. Reactants: [Br-], Cc1ccccc1, COC(=O)c1cc(Br)c(OC)cc1F, CN1CCCC1=O, [Cl-], Fc1c(Cl)cccc1C[Zn+], [NH4+], C1CCOC1, O=C(C=Cc1ccccc1)C=Cc1ccccc1, O=C(C=Cc1ccccc1)C=Cc1ccccc1, O=C(C=Cc1ccccc1)C=Cc1ccccc1, [Pd], [Pd], c1ccc(P(c2ccccc2)c2ccccc2)cc1. The product is COC(=O)c1cc(Cc2cccc(Cl)c2F)c(OC)cc1F. RXN SMILES: [Br-:34].[CH3:115][c:116]1[cH:117][cH:118][cH:119][cH:120][cH:121]1.[CH3:20][O:21][C:22]([c:23]1[c:24]([F:32])[cH:25][c:26]([O:30][CH3:31])[c:27]([Br:29])[cH:28]1)=[O:33].[CH3:47][N:48]1[CH2:49][CH2:50][CH2:51][C:52]1=[O:53].[Cl-:45].[Cl:35][c:36]1[c:37]([F:44])[c:38]([CH2:39][Zn+:40])[cH:41][cH:42][cH:43]1.[NH4+:46].[O:54]1[CH2:55][CH2:56][CH2:57][CH2:58]1.[O:61]=[C:62]([CH:63]=[CH:64][c:65]1[cH:66][cH:67][cH:68][cH:69][cH:70]1)[CH:71]=[CH:72][c:73]1[cH:74][cH:75][cH:76][cH:77][cH:78]1.[O:79]=[C:80]([CH:81]=[CH:82][c:83]1[cH:84][cH:85][cH:86][cH:87][cH:88]1)[CH:89]=[CH:90][c:91]1[cH:92][cH:93][cH:94][cH:95][cH:96]1.[O:97]=[C:98]([CH:99]=[CH:100][c:101]1[cH:102][cH:103][cH:104][cH:105][cH:106]1)[CH:107]=[CH:108][c:109]1[cH:110][cH:111][cH:112][cH:113][cH:114]1.[Pd:59].[Pd:60].[c:1]1([P:2]([c:3]2[cH:4][cH:5][cH:6][cH:7][cH:8]2)[c:9]2[cH:10][cH:11][cH:12][cH:13][cH:14]2)[cH:15][cH:16][cH:17][cH:18][cH:19]1>>[CH3:20][O:21][C:22]([c:23]1[c:24]([F:32])[cH:25][c:26]([O:30][CH3:31])[c:27]([CH2:39][c:38]2[c:37]([F:44])[c:36]([Cl:35])[cH:43][cH:42][cH:41]2)[cH:28]1)=[O:33].